Dataset: the Open Reaction Database (ORD), a public repository of structured organic reaction records. Task: describe an organic reaction: reactants, conditions, products, and yield Reactants: Cl (HCl), COCCCCC=1C=C(C=O)C=CC1 (3-(4-methoxy-butyl)-benzaldehyde), CO (MeOH), [BH4-].[Na+] (sodium borohydride). The solvent is C1CCOC1 (THF). Conditions: time 1 hour. The product is COCCCCC=1C=C(C=CC1)CO ([3-(4-Methoxy-butyl)-phenyl]-methanol). RXN SMILES: [CH3:1][O:2][CH2:3][CH2:4][CH2:5][CH2:6][C:7]1[CH:8]=[C:9]([CH:12]=[CH:13][CH:14]=1)[CH:10]=[O:11].CO.[BH4-].[Na+].Cl>C1COCC1>[CH3:1][O:2][CH2:3][CH2:4][CH2:5][CH2:6][C:7]1[CH:8]=[C:9]([CH2:10][OH:11])[CH:12]=[CH:13][CH:14]=1 |f:2.3|. Procedure details: To a solution of the title D compound, 3-(4-methoxy-butyl)-benzaldehyde (0.1 g, 0.52 mmol) and MeOH (0.063 mL, 1.56 mmol) in 2 mL of THF is added portion wise sodium borohydride (20 mg, 0.52 mmol). The reaction mixture is stirred for 1 hour at room and poured into aqueous 1M HCl. The aqueous layer is extracted twice with ethyl acetate and the combined organic extracts are dried over anhydrous sodium sulfate and concentrated under reduced pressure. The residue is purified by flash column chromato...